This data is from the Open Reaction Database (ORD), a public repository of structured organic reaction records. The task is: describe an organic reaction: reactants, conditions, products, and yield The reactants are O=C1CCC(=O)N1Br, Cc1ccc(C(F)(F)F)nn1, ClC(Cl)(Cl)Cl, CC(C)(C#N)N=NC(C)(C)C#N. Product: FC(F)(F)c1ccc(CBr)nn1. RXN SMILES: [Br:12][N:13]1[C:14](=[O:15])[CH2:16][CH2:17][C:18]1=[O:19].[CH3:1][c:2]1[n:3][n:4][c:5]([C:8]([F:9])([F:10])[F:11])[cH:6][cH:7]1.[Cl:32][C:33]([Cl:34])([Cl:35])[Cl:36].[N:20]#[C:21][C:22]([N:23]=[N:24][C:25]([C:26]#[N:27])([CH3:28])[CH3:29])([CH3:30])[CH3:31]>>[CH2:1]([c:2]1[n:3][n:4][c:5]([C:8]([F:9])([F:10])[F:11])[cH:6][cH:7]1)[Br:12]. Starting materials: ClCCCCOC=1C=C2CCC(NC2=CC1)=O (6-(4-chlorobutoxy)-3,4-dihydro-carbostyril), SC=1SC2=C(N1)C=CC=C2 (2-mercapto-benzthiazole). Yields the product S1C(=NC2=C1C=CC=C2)SCCCCOC=2C=C1CCC(NC1=CC2)=O (6-[4-(2-Benzthiazolyl-mercapto)-butoxy]-3,4-dihydro-carbostyril). Reaction SMILES: Cl[CH2:2][CH2:3][CH2:4][CH2:5][O:6][C:7]1[CH:8]=[C:9]2[C:14](=[CH:15][CH:16]=1)[NH:13][C:12](=[O:17])[CH2:11][CH2:10]2.[SH:18][C:19]1[S:20][C:21]2[CH:27]=[CH:26][CH:25]=[CH:24][C:22]=2[N:23]=1>>[S:20]1[C:21]2[CH:27]=[CH:26][CH:25]=[CH:24][C:22]=2[N:23]=[C:19]1[S:18][CH2:2][CH2:3][CH2:4][CH2:5][O:6][C:7]1[CH:8]=[C:9]2[C:14](=[CH:15][CH:16]=1)[NH:13][C:12](=[O:17])[CH2:11][CH2:10]2. Procedure: Prepared analogous to Example 1 from 6-(4-chlorobutoxy)-3,4-dihydro-carbostyril (m.p.: 147°-148° C.) and 2-mercapto-benzthiazole. Reactants: [H-].[Na+] (sodium hydride), COC1=NC(=NC(=C1)OC)S(=O)(=O)C (4,6-dimethoxy-2-methylsulfonylpyrimidine), ice water, C(C1=CC=CC=C1)O (benzyl alcohol), CC1(OC2=C(C(O1)=O)C(=CC=C2)C2=NC(=CC=C2)OC)C (2,2-dimethyl-5-(6-methoxypyridin-2-yl)-4H-(1,3)benzo-dioxin-4-one), P(O)(O)(O)=O (phosphoric acid). The solvent is CN(C=O)C (dimethylformamide). Reaction conditions: time 1 hour. Yields the product COC1=NC(=NC(=C1)OC)OC1=C(C(=O)OCC2=CC=CC=C2)C(=CC=C1)C1=NC(=CC=C1)OC (Benzyl 2-(4,6-dimethoxypyrimidin-2-yloxy)-6-(6-methoxypyridin-2-yl)benzoate). RXN SMILES: C(O)[C:2]1[CH:7]=[CH:6][CH:5]=[CH:4]C=1.[H-].[Na+].C[C:12]1([CH3:31])[O:17][C:16](=[O:18])[C:15]2[C:19]([C:23]3[CH:28]=[CH:27][CH:26]=[C:25]([O:29][CH3:30])[N:24]=3)=[CH:20][CH:21]=[CH:22][C:14]=2[O:13]1.[CH3:32][O:33][C:34]1[CH:39]=[C:38]([O:40][CH3:41])[N:37]=[C:36](S(C)(=O)=O)[N:35]=1.P(=O)(O)(O)O>CN(C)C=O>[CH3:32][O:33][C:34]1[CH:39]=[C:38]([O:40][CH3:41])[N:37]=[C:36]([O:13][C:14]2[CH:22]=[CH:21][CH:20]=[C:19]([C:23]3[CH:28]=[CH:27][CH:26]=[C:25]([O:29][CH3:30])[N:24]=3)[C:15]=2[C:16]([O:17][CH2:12][C:31]2[CH:4]=[CH:5][CH:6]=[CH:7][CH:2]=2)=[O:18])[N:35]=1 |f:1.2|. Procedure details: 1.36 g of benzyl alcohol dissolved in 50 ml of dimethylformamide are treated with 380 mg of sodium hydride (80% strength in liquid paraffin) and the mixture is subsequently stirred at room temperature for 1 h. 3.0 g of 2,2-dimethyl-5-(6-methoxypyridin-2-yl)-4H-(1,3)benzo-dioxin-4-one are added, the mixture is stirred at room temperature for 3 h and 2.65 g of 4,6-dimethoxy-2-methylsulfonylpyrimidine are finally added. The mixture is stirred at room temperature for 2 h, at 80° C. for 1.5 h and at ... Reactants: C1CCOC1, C[Si](C)(C)[N-][Si](C)(C)C, Cn1c(=O)c(F)c(Cl)c2c(=O)n(CC3COC(C)(C)O3)cnc21, Nc1ccc(I)cc1F, [Li+]. Product: Cn1c(=O)c(F)c(Nc2ccc(I)cc2F)c2c(=O)n(CC3COC(C)(C)O3)cnc21. RXN SMILES: [CH2:43]1[O:44][CH2:45][CH2:46][CH2:47]1.[CH3:33][Si:34]([CH3:35])([CH3:36])[N-:37][Si:38]([CH3:39])([CH3:40])[CH3:41].[Cl:1][c:2]1[c:3]([F:23])[c:4](=[O:22])[n:5]([CH3:21])[c:6]2[n:7][cH:8][n:9]([CH2:13][CH:14]3[O:15][C:16]([CH3:19])([CH3:20])[O:17][CH2:18]3)[c:10](=[O:12])[c:11]12.[F:24][c:25]1[c:26]([NH2:27])[cH:28][cH:29][c:30]([I:32])[cH:31]1.[Li+:42]>>[c:2]1([NH:27][c:26]2[c:25]([F:24])[cH:31][c:30]([I:32])[cH:29][cH:28]2)[c:3]([F:23])[c:4](=[O:22])[n:5]([CH3:21])[c:6]2[n:7][cH:8][n:9]([CH2:13][CH:14]3[O:15][C:16]([CH3:19])([CH3:20])[O:17][CH2:18]3)[c:10](=[O:12])[c:11]12. The reactants are BrCc1ccccc1, COC(=O)c1ccc(O)c([N+](=O)[O-])c1, CC(C)=O, [K+], [K+], O=C([O-])[O-]. Yields the product COC(=O)c1ccc(OCc2ccccc2)c([N+](=O)[O-])c1. RXN SMILES: [Br:21][CH2:22][c:23]1[cH:24][cH:25][cH:26][cH:27][cH:28]1.[CH3:1][O:2][C:3]([c:4]1[cH:5][c:6]([N+:11](=[O:12])[O-:13])[c:7]([OH:10])[cH:8][cH:9]1)=[O:14].[CH3:29][C:30](=[O:31])[CH3:32].[K+:15].[K+:16].[O-:17][C:18]([O-:19])=[O:20]>>[CH3:1][O:2][C:3]([c:4]1[cH:5][c:6]([N+:11](=[O:12])[O-:13])[c:7]([O:10][CH2:22][c:23]2[cH:24][cH:25][cH:26][cH:27][cH:28]2)[cH:8][cH:9]1)=[O:14]. Procedure: A 2% solution of HCl in MeOH was prepared by adding acetyl chloride (1.1 mL) to MeOH (25 mL). To this solution was added 1-[(tert-butoxy)carbonyl]-4-methoxypiperidine-4-carboxylic acid (1 g, 3.6637 mmol) and the solution was heated under reflux for 6 h. The reaction mixture was evaporated to dryness and left on a vacuum line for 30 minutes. The material thus obtained was dissolved in ethanol (8 mL) and stirred with sodium carbonate (0.96 g, 9.1 mmol) for 10 minutes, then (2-chloropyrimidin-5-yl)... Conditions: temperature 60 celsius, time 30 minute. The solvent is C(C)O (ethanol), CO (MeOH), CO (MeOH). Isolated yield 71.0%. The reactants are C(C)(C)(C)OC(=O)N1CCC(CC1)(C(=O)O)OC (1-[(tert-butoxy)carbonyl]-4-methoxypiperidine-4-carboxylic acid), C(C)(=O)Cl (acetyl chloride), C([O-])([O-])=O.[Na+].[Na+] (sodium carbonate), ClC1=NC=C(C=N1)B(O)O ((2-chloropyrimidin-5-yl)-boronic acid). RXN SMILES: [C:1]([Cl:4])(=O)C.C(O[C:10]([N:12]1[CH2:17][CH2:16][C:15]([O:21][CH3:22])([C:18]([OH:20])=[O:19])[CH2:14][CH2:13]1)=O)(C)(C)C.C(=O)([O-])[O-].[Na+].[Na+].ClC1[N:35]=[CH:34][C:33]([B:36]([OH:38])[OH:37])=[CH:32][N:31]=1>CO.C(O)C>[ClH:4].[CH3:22][O:21][C:15]1([C:18]([O:20][CH3:1])=[O:19])[CH2:14][CH2:13][N:12]([C:10]2[N:35]=[CH:34][C:33]([B:36]([OH:38])[OH:37])=[CH:32][N:31]=2)[CH2:17][CH2:16]1 |f:2.3.4|. The product is solution, Cl (HCl), COC1(CCN(CC1)C1=NC=C(C=N1)B(O)O)C(=O)OC ({2-[4-Methoxy-4-(methoxycarbonyl)piperidin-1-yl]pyrimidin-5-yl}boronic acid). Starting materials: CC1=C(CNC(=O)N2CC(N(C3=CC=CC(=C23)F)CCO)=O)C=CC(=C1)C(=O)N1C2=C(CCCC1)C=CC=C2 (8-Fluoro-4-(2-hydroxyethyl)-3-oxo-3,4-dihydro-2H-quinoxaline-1-carboxylic Acid 2-methyl-4-(2,3,4,5-tetrahyrobenzo[b]azepine-1-carbonyl)benzylamide), CC(=O)OI1(C=2C=CC=CC2C(=O)O1)(OC(=O)C)OC(=O)C (Dess-Martin periodinane). Run in ClCCl (dichloromethane). Run at time 2 hour. Yields the product CC1=C(CNC(=O)N2CC(N(C3=CC=CC(=C23)F)CC=O)=O)C=CC(=C1)C(=O)N1C2=C(CCCC1)C=CC=C2 (8-Fluoro-3-oxo-4-(2-oxoethyl)-3,4-dihydro-2H-quinoxaline-1-carboxylic Acid 2-methyl-4-(2,3,4,5-tetrahydrobenzo[b]azepine-1-carbonyl)benzylamide). RXN SMILES: [CH3:1][C:2]1[CH:26]=[C:25]([C:27]([N:29]2[CH2:35][CH2:34][CH2:33][CH2:32][C:31]3[CH:36]=[CH:37][CH:38]=[CH:39][C:30]2=3)=[O:28])[CH:24]=[CH:23][C:3]=1[CH2:4][NH:5][C:6]([N:8]1[C:17]2[C:12](=[CH:13][CH:14]=[CH:15][C:16]=2[F:18])[N:11]([CH2:19][CH2:20][OH:21])[C:10](=[O:22])[CH2:9]1)=[O:7].CC(OI1(OC(C)=O)(OC(C)=O)OC(=O)C2C=CC=CC1=2)=O>ClCCl>[CH3:1][C:2]1[CH:26]=[C:25]([C:27]([N:29]2[CH2:35][CH2:34][CH2:33][CH2:32][C:31]3[CH:36]=[CH:37][CH:38]=[CH:39][C:30]2=3)=[O:28])[CH:24]=[CH:23][C:3]=1[CH2:4][NH:5][C:6]([N:8]1[C:17]2[C:12](=[CH:13][CH:14]=[CH:15][C:16]=2[F:18])[N:11]([CH2:19][CH:20]=[O:21])[C:10](=[O:22])[CH2:9]1)=[O:7]. Procedure details: To a solution of 8-fluoro-4-(2-hydroxyethyl)-3-oxo-3,4-dihydro-2H-quinoxaline-1-carboxylic acid 2-methyl-4-(2,3,4,5-tetrahydrobenzo[b]azepine-1-carbonyl)benzylamide from Example 9 (105 mg, 0.20 mmol) in dichloromethane (5 ml) was added Dess-Martin periodinane (100 mg, 0.24 mg). The mixture was stirred for 2 h and evaporated. The residue was taken up in chloroform and water and separated. The organic layer was dried and evaporated. The residue was purified by flash chromatography on silica (eluan... Reactants: CC1(OC2=C(CO1)C=C(C=C2)C(CNCCCCCCOCCCCC2=CC=CC=C2)O)C ([2-(2,2-dimethyl-4H-benzo[1,3]dioxin-6-yl)-2-hydroxyethyl]-6-[4-phenylbutoxy)hexylamine), Cl (HCl). The solvent is O.CO (H2O MeOH). Reaction conditions: time 48 hour. The product is OCC1=C(C=CC(=C1)C(CNCCCCCCOCCCCC1=CC=CC=C1)O)O (2-hydroxymethyl-4-{1-hydroxy-2-[6-(4-phenylbutoxy)hexylamino]ethyl}phenol). The yield is 43.8%. RXN SMILES: CC1(C)[O:7][CH2:6][C:5]2[CH:8]=[C:9]([CH:12]([OH:32])[CH2:13][NH:14][CH2:15][CH2:16][CH2:17][CH2:18][CH2:19][CH2:20][O:21][CH2:22][CH2:23][CH2:24][CH2:25][C:26]3[CH:31]=[CH:30][CH:29]=[CH:28][CH:27]=3)[CH:10]=[CH:11][C:4]=2[O:3]1.Cl>O.CO>[OH:7][CH2:6][C:5]1[CH:8]=[C:9]([CH:12]([OH:32])[CH2:13][NH:14][CH2:15][CH2:16][CH2:17][CH2:18][CH2:19][CH2:20][O:21][CH2:22][CH2:23][CH2:24][CH2:25][C:26]2[CH:27]=[CH:28][CH:29]=[CH:30][CH:31]=2)[CH:10]=[CH:11][C:4]=1[OH:3] |f:2.3|. Procedure: To a solution of 0.6 g (1.32 mmol) [2-(2,2-dimethyl-4H-benzo[1,3]dioxin-6-yl)-2-hydroxyethyl]-6-[4-phenylbutoxy)hexylamine in 20 ml of a 1:1 H2O/MeOH mixture is added 0.15 ml (1.75 mmol) 35% HCl. After allowing the reaction to stir for 48 hr at room temperature, the MeOH is evaporated off at reduced pressure. The resulting aqueous mixture is extracted with 20 ml CH2Cl2. The organic phase is washed sequentially with 20 ml of a saturated NaHCO3 solution and further 20 ml H2O, dried on anhydrous Na... Starting materials: 12.6, C(=S)=S (carbon disulfide), N,N'-methanetetraylbis[cyclohexanamine], NCCN1CCC(CC1)NC1=NC2=C(N1CC=1OC=CC1)C=CC=C2 (N-[1-(2-aminoethyl)-4-piperidinyl]-1-(2-furanylmethyl)-1H-benzimidazol-2-amine). Run in O1CCCC1 (tetrahydrofuran), O1CCCC1 (tetrahydrofuran). Run at time 8 hour. Product: O1C(=CC=C1)CN1C(=NC2=C1C=CC=C2)NC2CCN(CC2)CCN=C=S (1-(2-furanylmethyl)-N-[1-(2-isothiocyanatoethyl)-4-piperidinyl]-1H-benzimidazol-2-amine). As a reaction SMILES: [C:1](=[S:3])=S.[NH2:4][CH2:5][CH2:6][N:7]1[CH2:12][CH2:11][CH:10]([NH:13][C:14]2[N:18]([CH2:19][C:20]3[O:21][CH:22]=[CH:23][CH:24]=3)[C:17]3[CH:25]=[CH:26][CH:27]=[CH:28][C:16]=3[N:15]=2)[CH2:9][CH2:8]1>O1CCCC1>[O:21]1[CH:22]=[CH:23][CH:24]=[C:20]1[CH2:19][N:18]1[C:17]2[CH:25]=[CH:26][CH:27]=[CH:28][C:16]=2[N:15]=[C:14]1[NH:13][CH:10]1[CH2:11][CH2:12][N:7]([CH2:6][CH2:5][N:4]=[C:1]=[S:3])[CH2:8][CH2:9]1. Procedure: To a stirred and cooled (-10° C.) mixture of 12.6 parts of carbon disulfide, 5.2 parts of N,N'-methanetetraylbis[cyclohexanamine] and 45 parts of tetrahydrofuran was added dropwise a solution of 8.5 parts of N-[1-(2-aminoethyl)-4-piperidinyl]-1-(2-furanylmethyl)-1H-benzimidazol-2-amine in 45 parts of tetrahydrofuran. Upon completion, stirring was continued overnight at room temperature. The reaction mixture was evaporated and the residue was purified by column chromatography over silica gel usin... The reactants are Brc1sc2cnccc2c1Br, COCCOC, [Na+], [Na+], O=C([O-])[O-], OB(O)c1ccccc1, c1ccc(P(c2ccccc2)(c2ccccc2)[Pd](P(c2ccccc2)(c2ccccc2)c2ccccc2)(P(c2ccccc2)(c2ccccc2)c2ccccc2)P(c2ccccc2)(c2ccccc2)c2ccccc2)cc1. The product is Brc1c(-c2ccccc2)sc2cnccc12. As a reaction SMILES: [Br:1][c:2]1[c:3]([Br:11])[c:4]2[c:5]([cH:6][n:7][cH:8][cH:9]2)[s:10]1.[CH3:27][O:28][CH2:29][CH2:30][O:31][CH3:32].[Na+:21].[Na+:22].[O-:23][C:24](=[O:25])[O-:26].[OH:12][B:13]([OH:14])[c:15]1[cH:16][cH:17][cH:18][cH:19][cH:20]1.[cH:33]1[cH:34][cH:35][c:36]([P:37]([Pd:38]([P:39]([c:40]2[cH:41][cH:42][cH:43][cH:44][cH:45]2)([c:46]2[cH:47][cH:48][cH:49][cH:50][cH:51]2)[c:52]2[cH:53][cH:54][cH:55][cH:56][cH:57]2)([P:58]([c:59]2[cH:60][cH:61][cH:62][cH:63][cH:64]2)([c:65]2[cH:66][cH:67][cH:68][cH:69][cH:70]2)[c:71]2[cH:72][cH:73][cH:74][cH:75][cH:76]2)[P:77]([c:78]2[cH:79][cH:80][cH:81][cH:82][cH:83]2)([c:84]2[cH:85][cH:86][cH:87][cH:88][cH:89]2)[c:90]2[cH:91][cH:92][cH:93][cH:94][cH:95]2)([c:96]2[cH:97][cH:98][cH:99][cH:100][cH:101]2)[c:102]2[cH:103][cH:104][cH:105][cH:106][cH:107]2)[cH:108][cH:109]1>>[c:2]1(-[c:15]2[cH:16][cH:17][cH:18][cH:19][cH:20]2)[c:3]([Br:11])[c:4]2[c:5]([cH:6][n:7][cH:8][cH:9]2)[s:10]1.